Dataset: the Open Reaction Database (ORD), a public repository of structured organic reaction records. Task: describe an organic reaction: reactants, conditions, products, and yield The reactants are CC(=O)NCCOC(c1cccc(F)c1-c1cccc(C)c1)C1CN(C(=O)OC(C)(C)C)CCO1, ClCCl, O=C(O)C(F)(F)F, [Na+], O=C([O-])O. The product is CC(=O)NCCOC(c1cccc(F)c1-c1cccc(C)c1)C1CNCCO1. RXN SMILES: [C:1]([CH3:2])(=[O:3])[NH:4][CH2:5][CH2:6][O:7][CH:8]([CH:9]1[O:10][CH2:11][CH2:12][N:13]([C:15]([O:16][C:17]([CH3:18])([CH3:19])[CH3:20])=[O:21])[CH2:14]1)[c:22]1[c:23](-[c:29]2[cH:30][c:31]([CH3:35])[cH:32][cH:33][cH:34]2)[c:24]([F:28])[cH:25][cH:26][cH:27]1.[Cl:48][CH2:49][Cl:50].[F:41][C:42]([F:43])([F:44])[C:45]([OH:46])=[O:47].[Na+:40].[O-:36][C:37]([OH:38])=[O:39]>>[C:1]([CH3:2])(=[O:3])[NH:4][CH2:5][CH2:6][O:7][CH:8]([CH:9]1[O:10][CH2:11][CH2:12][NH:13][CH2:14]1)[c:22]1[c:23](-[c:29]2[cH:30][c:31]([CH3:35])[cH:32][cH:33][cH:34]2)[c:24]([F:28])[cH:25][cH:26][cH:27]1.